This data is from the Open Reaction Database (ORD), a public repository of structured organic reaction records. The task is: describe an organic reaction: reactants, conditions, products, and yield The reactants are NC=1N=C(SC1C(=O)C1=CC(=CC=C1)F)NC1CCNCC1 ([4-amino-2-(piperidin-4-ylamino)thiazol-5-yl]-(3-fluorophenyl)methanone), C(C)(=O)Cl (acetyl chloride). Solvent: O1CCCC1 (tetrahydrofuran), C(Cl)(Cl)Cl (chloroform), N1=CC=CC=C1 (pyridine), C(Cl)Cl (methylene chloride). Conditions: temperature -10 celsius, time 0.5 hour. Product: NC=1N=C(SC1C(C1=CC(=CC=C1)F)=O)NC1CCN(CC1)C(C)=O (1-[4-[4-amino-5-(3-fluorobenzoyl)thiazol-2-ylamino]piperidin-1-yl]ethanone). Isolated yield 31.2%. Reaction SMILES: [NH2:1][C:2]1[N:3]=[C:4]([NH:16][CH:17]2[CH2:22][CH2:21][NH:20][CH2:19][CH2:18]2)[S:5][C:6]=1[C:7]([C:9]1[CH:14]=[CH:13][CH:12]=[C:11]([F:15])[CH:10]=1)=[O:8].[C:23](Cl)(=[O:25])[CH3:24]>O1CCCC1.C(Cl)(Cl)Cl.N1C=CC=CC=1.C(Cl)Cl>[NH2:1][C:2]1[N:3]=[C:4]([NH:16][CH:17]2[CH2:22][CH2:21][N:20]([C:23](=[O:25])[CH3:24])[CH2:19][CH2:18]2)[S:5][C:6]=1[C:7](=[O:8])[C:9]1[CH:14]=[CH:13][CH:12]=[C:11]([F:15])[CH:10]=1. Reported procedure: [4-Amino-2-(piperidin-4-ylamino)thiazol-5-yl]-(3-fluorophenyl)methanone (0.10 g, 0.31 mmol) (Example 6) was dissolved in a mixture of tetrahydrofuran (20 mL), chloroform (6 mL), and pyridine and cooled to −10° C. This was treated with acetyl chloride (0.032 g, 43 mmol) and stirred for 0.5 hr. at room temperature. This was diluted with cold methylene chloride (100 mL) and washed with 10% Na2CO3(aq) (2×). After drying (Na2SO4) and solvent removal, the residue was precipitated from a mixture of tet...